From a dataset of the Open Reaction Database (ORD), a public repository of structured organic reaction records. describe an organic reaction: reactants, conditions, products, and yield Reactants: CS(=O)(=O)NCc1cncc(Br)c1, CC(C)(C)OC(=O)n1c(B(O)O)cc2ccc(Cl)cc21, Cc1ccccc1, ClCCl, [K+], [K+], [K+], O=C(C=Cc1ccccc1)C=Cc1ccccc1, O=C(C=Cc1ccccc1)C=Cc1ccccc1, O=C(C=Cc1ccccc1)C=Cc1ccccc1, O=P([O-])([O-])[O-], [Pd], [Pd]. Yields the product CC(C)(C)OC(=O)n1c(-c2cncc(CNS(C)(=O)=O)c2)cc2ccc(Cl)cc21. Reaction SMILES: [Br:1][c:2]1[cH:3][c:4]([CH2:8][NH:9][S:10](=[O:11])(=[O:12])[CH3:13])[cH:5][n:6][cH:7]1.[C:14](=[O:15])([O:16][C:17]([CH3:18])([CH3:19])[CH3:20])[n:21]1[c:22]([B:31]([OH:32])[OH:33])[cH:23][c:24]2[cH:25][cH:26][c:27]([Cl:30])[cH:28][c:29]12.[CH3:42][c:43]1[cH:44][cH:45][cH:46][cH:47][cH:48]1.[Cl:49][CH2:50][Cl:51].[K+:39].[K+:40].[K+:41].[O:54]=[C:55]([CH:56]=[CH:57][c:58]1[cH:59][cH:60][cH:61][cH:62][cH:63]1)[CH:64]=[CH:65][c:66]1[cH:67][cH:68][cH:69][cH:70][cH:71]1.[O:72]=[C:73]([CH:74]=[CH:75][c:76]1[cH:77][cH:78][cH:79][cH:80][cH:81]1)[CH:82]=[CH:83][c:84]1[cH:85][cH:86][cH:87][cH:88][cH:89]1.[O:90]=[C:91]([CH:92]=[CH:93][c:94]1[cH:95][cH:96][cH:97][cH:98][cH:99]1)[CH:100]=[CH:101][c:102]1[cH:103][cH:104][cH:105][cH:106][cH:107]1.[P:34]([O-:35])([O-:36])([O-:37])=[O:38].[Pd:52].[Pd:53]>>[c:2]1(-[c:22]2[n:21]([C:14](=[O:15])[O:16][C:17]([CH3:18])([CH3:19])[CH3:20])[c:29]3[c:24]([cH:23]2)[cH:25][cH:26][c:27]([Cl:30])[cH:28]3)[cH:3][c:4]([CH2:8][NH:9][S:10](=[O:11])(=[O:12])[CH3:13])[cH:5][n:6][cH:7]1. Starting materials: BrCBr, CCC1CC(c2ccccc2)C(=O)O1, [Li]CCCC, CN(C)P(=O)(N(C)C)N(C)C, CC(C)NC(C)C, C1CCOC1. The product is CCC1CC(CBr)(c2ccccc2)C(=O)O1. As a reaction SMILES: [Br:27][CH2:28][Br:29].[CH2:13]([CH3:14])[CH:15]1[CH2:16][CH:17]([c:21]2[cH:22][cH:23][cH:24][cH:25][cH:26]2)[C:18](=[O:19])[O:20]1.[CH2:8]([Li:9])[CH2:10][CH2:11][CH3:12].[CH3:30][N:31]([P:32]([N:33]([CH3:34])[CH3:35])([N:36]([CH3:37])[CH3:38])=[O:39])[CH3:40].[CH:1]([NH:2][CH:3]([CH3:4])[CH3:5])([CH3:6])[CH3:7].[O:41]1[CH2:42][CH2:43][CH2:44][CH2:45]1>>[CH2:13]([CH3:14])[CH:15]1[CH2:16][C:17]([c:21]2[cH:22][cH:23][cH:24][cH:25][cH:26]2)([CH2:28][Br:27])[C:18](=[O:19])[O:20]1. The reactants are BrC1=C(C=CC(=C1)[N+](=O)[O-])F (2-bromo-1-fluoro-4-nitrobenzene), C([O-])([O-])=O.[K+].[K+] (potassium carbonate), N1CCOCC1 (morpholine). Run in C([O-])(O)=O.[Na+] (sodium bicarbonate), CN(C=O)C (N,N-dimethylformamide). Conditions: temperature 20 celsius, time 3 hour. The product is BrC1=C(C=CC(=C1)[N+](=O)[O-])N1CCOCC1 (4-(2-Bromo-4-nitrophenyl)morpholine). The yield is 81.0%. Reaction SMILES: [Br:1][C:2]1[CH:7]=[C:6]([N+:8]([O-:10])=[O:9])[CH:5]=[CH:4][C:3]=1F.C(=O)([O-])[O-].[K+].[K+].[NH:18]1[CH2:23][CH2:22][O:21][CH2:20][CH2:19]1>CN(C)C=O.C(=O)(O)[O-].[Na+]>[Br:1][C:2]1[CH:7]=[C:6]([N+:8]([O-:10])=[O:9])[CH:5]=[CH:4][C:3]=1[N:18]1[CH2:23][CH2:22][O:21][CH2:20][CH2:19]1 |f:1.2.3,6.7|. Procedure: A solution of 2-bromo-1-fluoro-4-nitrobenzene (0.94 g, 4.3 mmol) in N,N-dimethylformamide (10 mL) was treated with potassium carbonate (1.5 g, 11 mmol) followed by morpholine (0.56 mL, 6.4 mmol) and stirred at 20° C. for 3 h. The reaction mixture was diluted with sodium bicarbonate and extracted with ethyl acetate. The organic layer was separated, dried over anhydrous sodium sulfate, filtered, and evaporated to give the desired product (1.0 g, quantitative) which was used without further purific...